From a dataset of the Open Reaction Database (ORD), a public repository of structured organic reaction records. describe an organic reaction: reactants, conditions, products, and yield Reactants: ClC=1C(=CC(=C(C1)OC)OCC1=C(C(=CC=C1OC)F)F)[N+](=O)[O-] (5-chloro-2-(2,3-difluoro-6-methoxybenzyloxy)-4-nitroanisole), O1CCCC1 (tetrahydrofuran), C(O)([O-])=O.[Na+] (sodium hydrogen carbonate), [BH4-].[Na+] (sodium borohydride). The reagents and catalysts are [Ni](Br)Br (nickel(II) bromide). Solvent: CO (methanol). Yields the product Cl.ClC1=C(N)C=C(C(=C1)OC)OCC1=C(C(=CC=C1OC)F)F (2-Chloro-5-(2,3-difluoro-6-methoxybenzyloxy)-4-methoxyaniline Hydrochloride). Isolated yield 182.5%. As a reaction SMILES: [Cl:1][C:2]1[C:3]([N+:22]([O-])=O)=[CH:4][C:5]([O:10][CH2:11][C:12]2[C:17]([O:18][CH3:19])=[CH:16][CH:15]=[C:14]([F:20])[C:13]=2[F:21])=[C:6]([O:8][CH3:9])[CH:7]=1.O1CCCC1.[BH4-].[Na+].C(=O)([O-])O.[Na+]>[Ni](Br)Br.CO>[ClH:1].[Cl:1][C:2]1[CH:7]=[C:6]([O:8][CH3:9])[C:5]([O:10][CH2:11][C:12]2[C:17]([O:18][CH3:19])=[CH:16][CH:15]=[C:14]([F:20])[C:13]=2[F:21])=[CH:4][C:3]=1[NH2:22] |f:2.3,4.5,8.9|. Procedure: To a mixture of 5-chloro-2-(2,3-difluoro-6-methoxybenzyloxy)-4-nitroanisole (7.04 g), nickel(II) bromide (0.21 g), tetrahydrofuran (100 mL) and methanol (100 mL) was added sodium borohydride (2.22 g) under ice-cooling, and the mixture was stirred under ice-cooling for 30 minutes, and then stirred at room temperature for 30 minutes. To the reaction mixture was added a saturated aqueous sodium hydrogen carbonate solution, and the resulting mixture was extracted with ethyl acetate. The extract was ... Starting materials: C(C(C)C)OC1=C(C(=O)O)C=CC=C1 (2-isobutoxybenzoic acid), S(=O)(Cl)Cl (thionyl chloride), [N+](=[N-])=C (diazomethane), C(C)OCC (ethyl ether), C(C)OCC (Ethyl ether), CN(C(=O)N)N=O (N-methylnitrosourea), [OH-].[K+] (potassium hydroxide), C(C)OCC (ethyl ether), Cl (hydrochloric acid). Reagents/catalysts: C(C1=CC=CC=C1)(=O)[O-].[Ag+] (silver benzoate). The solvent is O (water), C(C)(=O)OCC (Ethyl acetate), C(Cl)Cl (methylene chloride), CO (methanol), O (water), C(C)(=O)O (acetic acid), O (water), C(C)N(CC)CC (triethylamine). The product is C(C(C)C)OC1=C(C=CC=C1)CC(=O)OC (methyl 2-(2-isobutoxyphenyl)acetate). Reaction SMILES: [CH2:1]([O:5][C:6]1[CH:14]=[CH:13][CH:12]=[CH:11][C:7]=1[C:8](O)=O)[CH:2]([CH3:4])[CH3:3].S(Cl)(Cl)=O.[N+](=C)=[N-].CN(N=O)[C:24](N)=[O:25].[OH-].[K+].Cl.[CH2:32]([O:34]CC)C>C(Cl)Cl.CO.C([O-])(=O)C1C=CC=CC=1.[Ag+].O.C(OCC)(=O)C.C(N(CC)CC)C.C(O)(=O)C>[CH2:1]([O:5][C:6]1[CH:14]=[CH:13][CH:12]=[CH:11][C:7]=1[CH2:8][C:32]([O:25][CH3:24])=[O:34])[CH:2]([CH3:4])[CH3:3] |f:4.5,10.11|. Procedure details: In 40 ml of methylene chloride are dissolved 3.8 g of 2-isobutoxybenzoic acid and 2.8 ml of thionyl chloride. The solution is heated under reflux for one hour with stirring. The reaction mixture obtained herein is dropwise added at 5-10° C. to a solution of diazomethane in ethyl ether prepared from 53.0 g of N-methylnitrosourea, 83.0 g of potassium hydroxide, 120 ml of water and 150 ml of ethyl ether, and the mixture thus obtained is stirred at ambient temperature for 2 hours. Ethyl ether, aceti...